Dataset: the Open Reaction Database (ORD), a public repository of structured organic reaction records. Task: describe an organic reaction: reactants, conditions, products, and yield Reactants: B, B, CN(C)CCCN1C(=O)CCc2cc([N+](=O)[O-])ccc21, Cl, [Na+], C1CCOC1, [OH-], O. Yields the product CN(C)CCCN1CCCc2cc([N+](=O)[O-])ccc21. As a reaction SMILES: [BH3:23].[BH3:30].[CH3:1][N:2]([CH2:3][CH2:4][CH2:5][N:6]1[C:7](=[O:19])[CH2:8][CH2:9][c:10]2[cH:11][c:12]([N+:16](=[O:17])[O-:18])[cH:13][cH:14][c:15]21)[CH3:20].[ClH:24].[Na+:22].[O:25]1[CH2:26][CH2:27][CH2:28][CH2:29]1.[OH-:21].[OH2:31]>>[CH3:1][N:2]([CH2:3][CH2:4][CH2:5][N:6]1[CH2:7][CH2:8][CH2:9][c:10]2[cH:11][c:12]([N+:16](=[O:17])[O-:18])[cH:13][cH:14][c:15]21)[CH3:20]. Reaction SMILES: [CH3:1][S:2]([NH:5][C:6]1[CH:7]=[C:8]([O:19][CH3:20])[CH:9]=[CH:10][C:11]=1[O:12][C:13]1[CH:18]=[CH:17][CH:16]=[CH:15][CH:14]=1)(=[O:4])=[O:3].[C:21](Cl)(=[O:23])[CH3:22].[Cl-].[Al+3].[Cl-].[Cl-]>C(Cl)Cl>[CH3:1][S:2]([NH:5][C:6]1[C:11]([O:12][C:13]2[CH:18]=[CH:17][CH:16]=[CH:15][CH:14]=2)=[CH:10][C:9]([C:21]([CH3:22])=[O:23])=[C:8]([O:19][CH3:20])[CH:7]=1)(=[O:4])=[O:3] |f:2.3.4.5|. Procedure: In 100 ml of anhydrous methylene chloride were dissolved 10 g of 3-methylsulfonylamino-4-phenoxyanisole and 2.81 g of acetyl chloride. Thereto was added 9.1 g of aluminum chloride in 5 minutes with ice-cooling. The mixture was stirred for 1 hour at 20°-25° C. The reaction mixture was introduced into 100 ml of ice water. The resulting organic layer was separated, washed with water and a saturated aqueous sodium chloride solution in this order, and dried with anhydrous magnesium sulfate. The solve... Run at time 1 hour. Reactants: CS(=O)(=O)NC=1C=C(C=CC1OC1=CC=CC=C1)OC (3-methylsulfonylamino-4-phenoxyanisole), C(C)(=O)Cl (acetyl chloride), ice water, [Cl-].[Al+3].[Cl-].[Cl-] (aluminum chloride). The solvent is C(Cl)Cl (methylene chloride). The product is CS(=O)(=O)NC1=CC(=C(C=C1OC1=CC=CC=C1)C(=O)C)OC (methyl 4-methylsulfonylamino-2-methoxy-5-phenoxyphenyl ketone). Isolated yield 86.0%. The reactants are C1CCOC1, C#CC(C)=O, CC(C)NC(C)C, Clc1cc(Cl)cc(I)c1, [Cu]I, Cl[Pd]Cl, c1ccc(P(c2ccccc2)c2ccccc2)cc1, c1ccc(P(c2ccccc2)c2ccccc2)cc1. Yields the product CC(=O)C#Cc1cc(Cl)cc(Cl)c1. As a reaction SMILES: [CH2:22]1[O:23][CH2:24][CH2:25][CH2:26]1.[CH3:10][C:11]([C:12]#[CH:13])=[O:14].[CH:15]([NH:16][CH:17]([CH3:18])[CH3:19])([CH3:20])[CH3:21].[Cl:1][c:2]1[cH:3][c:4]([Cl:9])[cH:5][c:6]([I:8])[cH:7]1.[Cu:68][I:69].[Pd:27]([Cl:28])[Cl:29].[c:30]1([P:31]([c:32]2[cH:33][cH:34][cH:35][cH:36][cH:37]2)[c:38]2[cH:39][cH:40][cH:41][cH:42][cH:43]2)[cH:44][cH:45][cH:46][cH:47][cH:48]1.[c:49]1([P:50]([c:51]2[cH:52][cH:53][cH:54][cH:55][cH:56]2)[c:57]2[cH:58][cH:59][cH:60][cH:61][cH:62]2)[cH:63][cH:64][cH:65][cH:66][cH:67]1>>[Cl:1][c:2]1[cH:3][c:4]([Cl:9])[cH:5][c:6]([C:13]#[C:12][C:11]([CH3:10])=[O:14])[cH:7]1. Starting materials: CI, CO, CN(C)NC(=O)NC1c2ccccc2Oc2ccccc21, [H-], [Na+], C1CCOC1. Product: CN(C)N(C)C(=O)NC1c2ccccc2Oc2ccccc21. RXN SMILES: [CH3:24][I:25].[CH3:26][OH:27].[CH3:3][N:4]([NH:5][C:6](=[O:7])[NH:8][CH:9]1[c:10]2[cH:11][cH:12][cH:13][cH:14][c:15]2[O:16][c:17]2[cH:18][cH:19][cH:20][cH:21][c:22]21)[CH3:23].[H-:1].[Na+:2].[O:28]1[CH2:29][CH2:30][CH2:31][CH2:32]1>>[CH3:3][N:4]([N:5]([C:6](=[O:7])[NH:8][CH:9]1[c:10]2[cH:11][cH:12][cH:13][cH:14][c:15]2[O:16][c:17]2[cH:18][cH:19][cH:20][cH:21][c:22]21)[CH3:24])[CH3:23]. Starting materials: COC(=O)Cc1cccc(CC(C)(C)NCC(O[Si](C)(C)C(C)(C)C)c2ccc(O)c(CO)c2)c1, Cl, [Li+], C1CCOC1, [OH-]. The product is CC(C)(Cc1cccc(CC(=O)O)c1)NCC(O[Si](C)(C)C(C)(C)C)c1ccc(O)c(CO)c1. As a reaction SMILES: [C:1]([CH3:2])([CH3:3])([CH3:4])[Si:5]([O:6][CH:7]([CH2:8][NH:9][C:10]([CH2:11][c:12]1[cH:13][c:14]([CH2:18][C:19](=[O:20])[O:21][CH3:22])[cH:15][cH:16][cH:17]1)([CH3:23])[CH3:24])[c:25]1[cH:26][c:27]([CH2:32][OH:33])[c:28]([OH:31])[cH:29][cH:30]1)([CH3:34])[CH3:35].[ClH:38].[Li+:36].[O:39]1[CH2:40][CH2:41][CH2:42][CH2:43]1.[OH-:37]>>[C:1]([CH3:2])([CH3:3])([CH3:4])[Si:5]([O:6][CH:7]([CH2:8][NH:9][C:10]([CH2:11][c:12]1[cH:13][c:14]([CH2:18][C:19](=[O:20])[OH:21])[cH:15][cH:16][cH:17]1)([CH3:23])[CH3:24])[c:25]1[cH:26][c:27]([CH2:32][OH:33])[c:28]([OH:31])[cH:29][cH:30]1)([CH3:34])[CH3:35]. Starting materials: [C-]#N, CC[Al+]CC, C1CCOC1, CCOC(=O)C(=Cc1ccc(C)s1)C(=O)OCC, Cc1ccccc1. Yields the product CCOC(=O)C(C(=O)OCC)C(C#N)c1ccc(C)s1. RXN SMILES: [C-:19]#[N:20].[CH2:21]([Al+:22][CH2:23][CH3:24])[CH3:25].[CH2:33]1[O:34][CH2:35][CH2:36][CH2:37]1.[CH3:1][c:2]1[cH:3][cH:4][c:5]([CH:7]=[C:8]([C:9](=[O:10])[O:11][CH2:12][CH3:13])[C:14](=[O:15])[O:16][CH2:17][CH3:18])[s:6]1.[CH3:26][c:27]1[cH:28][cH:29][cH:30][cH:31][cH:32]1>>[CH3:1][c:2]1[cH:3][cH:4][c:5]([CH:7]([CH:8]([C:9](=[O:10])[O:11][CH2:12][CH3:13])[C:14](=[O:15])[O:16][CH2:17][CH3:18])[C:19]#[N:20])[s:6]1. The reactants are CO, CCOC(=O)C(C)=Cc1c(N2CCOCC2)nc2cc(CCc3nc(C(C)C)cs3)ccn2c1=O, [Li+], C1CCOC1, [OH-], O. Yields the product CC(=Cc1c(N2CCOCC2)nc2cc(CCc3nc(C(C)C)cs3)ccn2c1=O)C(=O)O. As a reaction SMILES: [CH3:43][OH:44].[CH:1]([CH3:2])([CH3:3])[c:4]1[n:5][c:6]([CH2:9][CH2:10][c:11]2[cH:12][c:13]3[n:14]([c:15](=[O:33])[c:16]([CH:25]=[C:26]([C:27](=[O:28])[O:29][CH2:30][CH3:31])[CH3:32])[c:17]([N:19]4[CH2:20][CH2:21][O:22][CH2:23][CH2:24]4)[n:18]3)[cH:34][cH:35]2)[s:7][cH:8]1.[Li+:36].[O:38]1[CH2:39][CH2:40][CH2:41][CH2:42]1.[OH-:37].[OH2:45]>>[CH:1]([CH3:2])([CH3:3])[c:4]1[n:5][c:6]([CH2:9][CH2:10][c:11]2[cH:12][c:13]3[n:14]([c:15](=[O:33])[c:16]([CH:25]=[C:26]([C:27](=[O:28])[OH:29])[CH3:32])[c:17]([N:19]4[CH2:20][CH2:21][O:22][CH2:23][CH2:24]4)[n:18]3)[cH:34][cH:35]2)[s:7][cH:8]1. Reactants: ClC1=C2C=C(N=CC2=C(C=C1)F)C=1C(=NC=C(C1)C=1C=NN(C1)C1CCN(CC1)C)N (3-(5-Chloro-8-fluoroisoquinolin-3-yl)-5-[1-(1-methylpiperidin-4-yl)-1H-pyrazol-4-yl]-pyridin-2-ylamine), Cl (HCl), CCOCC (Et2O). The solvent is C(Cl)Cl (DCM). The product is Cl.Cl.Cl.ClC1=C2C=C(N=CC2=C(C=C1)F)C=1C(=NC=C(C1)C=1C=NN(C1)C1CCN(CC1)C)N (3-(5-Chloro-8-fluoroisoquinolin-3-yl)-5-[1-(1-methylpiperidin-4-yl)-1H-pyrazol-4-yl]-pyridin-2-ylamine trihydrochloride). Reaction SMILES: [Cl:1][C:2]1[CH:11]=[CH:10][C:9]([F:12])=[C:8]2[C:3]=1[CH:4]=[C:5]([C:13]1[C:14]([NH2:31])=[N:15][CH:16]=[C:17]([C:19]3[CH:20]=[N:21][N:22]([CH:24]4[CH2:29][CH2:28][N:27]([CH3:30])[CH2:26][CH2:25]4)[CH:23]=3)[CH:18]=1)[N:6]=[CH:7]2.[ClH:32].CCOCC>C(Cl)Cl>[ClH:1].[ClH:32].[ClH:1].[Cl:1][C:2]1[CH:11]=[CH:10][C:9]([F:12])=[C:8]2[C:3]=1[CH:4]=[C:5]([C:13]1[C:14]([NH2:31])=[N:15][CH:16]=[C:17]([C:19]3[CH:20]=[N:21][N:22]([CH:24]4[CH2:25][CH2:26][N:27]([CH3:30])[CH2:28][CH2:29]4)[CH:23]=3)[CH:18]=1)[N:6]=[CH:7]2 |f:4.5.6.7|. Procedure details: To a solution of 3-(5-Chloro-8-fluoroisoquinolin-3-yl)-5-[1-(1-methylpiperidin-4-yl)-1H-pyrazol-4-yl]-pyridin-2-ylamine (25 mg, 0.057 mmol) in DCM (2.8 mL) was added 1.0 M of HCl in Et2O (2.8 mL, 2.8 mmol), causing a solid to precipitate. The solid was filtered off, washed with DCM and heptane, and dried in vacuo, yielding the title compound as yellow solid. 1H NMR (400 MHz, CD3OD): δ=2.36-2.47 (m, 4H), 3.67-3.76 (m, 2H), 4.19-4.24 (m, 1H), 4.58-4.69 (m, 1H), 4.70 (s, 1H), 7.47-7.54 (m, 1H), 8.0... The reactants are O=c1c(C2=NS(=O)(=O)c3cc(O)ccc3N2)c(O)c2ccccc2n1NCC1CC1, [NH4+], O=[N+]([O-])[O-], O, O=S(=O)(O)O. Product: O=c1c(C2=NS(=O)(=O)c3c(ccc(O)c3[N+](=O)[O-])N2)c(O)c2ccccc2n1NCC1CC1. Reaction SMILES: [CH:1]1([CH2:4][NH:5][n:6]2[c:7](=[O:30])[c:8]([C:17]3=[N:18][S:19](=[O:28])(=[O:29])[c:20]4[c:21]([cH:23][cH:24][c:25]([OH:27])[cH:26]4)[NH:22]3)[c:9]([OH:16])[c:10]3[cH:11][cH:12][cH:13][cH:14][c:15]23)[CH2:2][CH2:3]1.[NH4+:31].[O-:32][N+:33]([O-:34])=[O:35].[OH2:36].[S:37](=[O:38])(=[O:39])([OH:40])[OH:41]>>[CH:1]1([CH2:4][NH:5][n:6]2[c:7](=[O:30])[c:8]([C:17]3=[N:18][S:19](=[O:28])(=[O:29])[c:20]4[c:21]([cH:23][cH:24][c:25]([OH:27])[c:26]4[N+:33](=[O:32])[O-:34])[NH:22]3)[c:9]([OH:16])[c:10]3[cH:11][cH:12][cH:13][cH:14][c:15]23)[CH2:2][CH2:3]1. Reactants: C(C=C)OC(NC1C(OC(C1)=O)OC1CCCC1)=O ((2-cyclopentyloxy-5-oxo-tetrahydro-furan-3-yl)-carbamic acid allyl ester), NC1=C(C=C(C(=O)NC(C(=O)N2C(CCC2)C(=O)O)C)C=C1)Cl (1-[2-(4-Amino-3-chloro-benzoylamino)-propionyl]-pyrrolidine-2-carboxylic acid), O=C1CC(C(O1)OCCC1=CC=CC=C1)NC(=O)C1N(CCC1)C(C(C)NC(C1=CC(=C(C=C1)N)Cl)=O)=O (1-[2-(4-Amino-3-chloro-benzoylamino)-propionyl]-pyrrolidine-2-carboxylic acid (5-oxo-2-phenethyloxy-tetrahydro-furan-3-yl)-amide). Product: C1(CCCC1)OC1OC(CC1NC(=O)C1N(CCC1)C(C(C)NC(C1=CC(=C(C=C1)N)Cl)=O)=O)=O (1-[2-(4-Amino-3-chloro-benzoylamino)-propionyl]-pyrrolidine-2-carboxylic acid (2-cyclopentyloxy-5-oxo-tetrahydro-furan-3-yl)-amide). Isolated yield 51.0%. As a reaction SMILES: C(OC(=O)NC1CC(=O)OC1OC1CCCC1)C=C.NC1C=CC(C(NC(C)C(N2CCCC2C(O)=O)=O)=O)=CC=1Cl.[O:43]=[C:44]1[O:48][CH:47]([O:49][CH2:50][CH2:51][C:52]2C=CC=[CH:54][CH:53]=2)[CH:46]([NH:58][C:59]([CH:61]2[CH2:65][CH2:64][CH2:63][N:62]2[C:66](=[O:80])[CH:67]([NH:69][C:70](=[O:79])[C:71]2[CH:76]=[CH:75][C:74]([NH2:77])=[C:73]([Cl:78])[CH:72]=2)[CH3:68])=[O:60])[CH2:45]1>>[CH:50]1([O:49][CH:47]2[CH:46]([NH:58][C:59]([CH:61]3[CH2:65][CH2:64][CH2:63][N:62]3[C:66](=[O:80])[CH:67]([NH:69][C:70](=[O:79])[C:71]3[CH:76]=[CH:75][C:74]([NH2:77])=[C:73]([Cl:78])[CH:72]=3)[CH3:68])=[O:60])[CH2:45][C:44](=[O:43])[O:48]2)[CH2:51][CH2:52][CH2:53][CH2:54]1. Procedure details: Prepared from (2-cyclopentyloxy-5-oxo-tetrahydro-furan-3-yl)-carbamic acid allyl ester and 97a following the method used for 98a to give the title compound (280 mg, 51% yield). 1H-NMR (500 MHz, CD3OD) δ 1.38 (d, 0.5H), 1.44 (d, 2.5H), 1.49-2.35 (m, 12H), 2.47 (dd, 0.7H), 2.56 (dd, 0.3H), 2.75 (dd, 0.3H), 2.81-2.88 (m, 0.1H), 2.97 (dd, 0.6H), 3.47-3.76 (m, 0.2H), 3.82-3.96 (m, 1H), 4.10-4.40 (m, 2H), 4.40-4.46 (m, 1H), 5.44 (d, 0.5H), 5.50 (d, 0.2H), 5.65 (d, 0.3H), 6.79 (d, 1H), 7.54-7.64 (m, 1H...